From a dataset of the Open Reaction Database (ORD), a public repository of structured organic reaction records. describe an organic reaction: reactants, conditions, products, and yield Starting materials: ClCC(=O)N1CC=2N=C(N=CC2C1)NC1CC2=CC=CC=C2C1 (2-chloro-1-[2-(2,3-dihydro-1H-inden-2-ylamino)-5,7-dihydro-6H-pyrrolo[3,4-d]pyrimidin-6-yl]ethanone), C([O-])(O)=O.[Na+] (sodium bicarbonate), ClCC(=O)N1CC=2N=C(N=CC2C1)NC1CC2=CC=CC=C2C1 (2-chloro-1-[2-(indan-2-ylamino)-5,7-dihydropyrrolo[3,4-d]pyrimidin-6-yl]ethanone), [H-].[Na+] (sodium hydride), C(CC#C)O (3-butyn-1-ol). The solvent is O1CCCC1 (tetrahydrofuran), O1CCCC1 (tetrahydrofuran). Conditions: temperature 23 celsius, time 15 minute. Product: C(CC#C)OCC(=O)N1CC=2N=C(N=CC2C1)NC1CC2=CC=CC=C2C1 (2-(but-3-yn-1-yloxy)-1-[2-(2,3-dihydro-1H-inden-2-ylamino)-5,7-dihydro-6H-pyrrolo[3,4-d]pyrimidin-6-yl]ethanone). Isolated yield 31.1%. As a reaction SMILES: [H-].[Na+].[CH2:3]([OH:7])[CH2:4][C:5]#[CH:6].Cl[CH2:9][C:10]([N:12]1[CH2:20][C:19]2[CH:18]=[N:17][C:16]([NH:21][CH:22]3[CH2:30][C:29]4[C:24](=[CH:25][CH:26]=[CH:27][CH:28]=4)[CH2:23]3)=[N:15][C:14]=2[CH2:13]1)=[O:11].C(=O)(O)[O-].[Na+]>O1CCCC1>[CH2:3]([O:7][CH2:9][C:10]([N:12]1[CH2:20][C:19]2[CH:18]=[N:17][C:16]([NH:21][CH:22]3[CH2:30][C:29]4[C:24](=[CH:25][CH:26]=[CH:27][CH:28]=4)[CH2:23]3)=[N:15][C:14]=2[CH2:13]1)=[O:11])[CH2:4][C:5]#[CH:6] |f:0.1,4.5|. Procedure: To sodium hydride (60 wt % in mineral oil, 2.06 g, 51.4 mmol) in tetrahydrofuran (86 mL) at 0° C., add 3-butyn-1-ol (4.64 g, 5.03 mL, 64.3 mmol), then stir at 23° C. for 15 minutes. Add this solution to 2-chloro-1-[2-(2,3-dihydro-1H-inden-2-ylamino)-5,7-dihydro-6H-pyrrolo[3,4-d]pyrimidin-6-yl]ethanone (8.45 g, 25.7 mmol) in tetrahydrofuran (86 mL) at 0° C. and stir for five minutes. Pour reaction mixture into 50% saturated aqueous sodium bicarbonate solution. Separate the organic layer and furth... The reactants are CN(C)CCCCCCCCCCCC (N,N-dimethyldodecylamine), BrCCCCl (1-bromo-3-chloropropane), CO (methanol), COC(C)(C)C (methyl-tert-butylether). Run at temperature 65 celsius, time 2 hour. Yields the product [Br-].ClCCC[N+](CC)(CC)CCCCCCCCCCCC ((3-chloropropyl)dodecyldiethylammonium bromide). As a reaction SMILES: [CH3:1][N:2]([CH2:4][CH2:5][CH2:6][CH2:7][CH2:8][CH2:9][CH2:10][CH2:11][CH2:12][CH2:13][CH2:14][CH3:15])[CH3:3].[Br:16]C[CH2:18][CH2:19][Cl:20].[CH3:21]O.CO[C:25](C)(C)[CH3:26]>>[Br-:16].[Cl:20][CH2:19][CH2:18][CH2:3][N+:2]([CH2:4][CH2:5][CH2:6][CH2:7][CH2:8][CH2:9][CH2:10][CH2:11][CH2:12][CH2:13][CH2:14][CH3:15])([CH2:25][CH3:26])[CH2:1][CH3:21] |f:4.5|. Reported procedure: A two-liter, 3-necked, round-bottomed flask equipped with an air condenser and a magnetic stirring plate was charged with N,N-dimethyldodecylamine (297.24 grams, 1.40 moles), 1-bromo-3-chloropropane (220.44 grams, 1.40 moles) and methanol (250 mL). Reaction was maintained at 65 ° C. for 24 hours. Methanol was removed by rotary evaporation under reduced pressure to yield a brown sludge. To the sludge was added methyl-tert-butylether (2 liters) causing a white solid to form The mixture was stirred... Starting materials: N[C@H](C(=O)N1[C@@H](CCC1)C(=O)N[C@@H](C(C)C)[C@H](C(F)(F)F)O)C(C)C ((S)-1-[(S)-2-amino-3-methylbutyryl]-N-[(S)-2-methyl-1-((R)-2,2,2-trifluoro-1-hydroxyethyl)propyl]-pyrrolidine-2-carboxamide), C([O-])([O-])=O.[Na+].[Na+] (sodium carbonate), C(C1=CC=C(C=C1)OC)(=O)Cl (anisoyl chloride). Run in C1CCOC1 (THF), C1CCOC1 (THF). Run at temperature -5 celsius. Product: COC1=CC=C(C(=O)N[C@H](C(=O)N2[C@@H](CCC2)C(=O)N[C@@H](C(C)C)[C@H](C(F)(F)F)O)C(C)C)C=C1 ((S)-1-[(S)-2-(4-methoxybenzamido)-3-methylbutyryl]-N-[(S)-2-methyl-1-((R)-2,2,2-trifluoro-1-hydroxyethyl)propyl]-pyrrolidine-2-carboxamide). Reaction SMILES: [NH2:1][C@@H:2]([CH:23]([CH3:25])[CH3:24])[C:3]([N:5]1[CH2:9][CH2:8][CH2:7][C@H:6]1[C:10]([NH:12][C@H:13]([C@@H:17]([OH:22])[C:18]([F:21])([F:20])[F:19])[CH:14]([CH3:16])[CH3:15])=[O:11])=[O:4].C(=O)([O-])[O-].[Na+].[Na+].[C:32](Cl)(=[O:41])[C:33]1[CH:38]=[CH:37][C:36]([O:39][CH3:40])=[CH:35][CH:34]=1>C1COCC1>[CH3:40][O:39][C:36]1[CH:37]=[CH:38][C:33]([C:32]([NH:1][C@@H:2]([CH:23]([CH3:25])[CH3:24])[C:3]([N:5]2[CH2:9][CH2:8][CH2:7][C@H:6]2[C:10]([NH:12][C@H:13]([C@@H:17]([OH:22])[C:18]([F:21])([F:19])[F:20])[CH:14]([CH3:16])[CH3:15])=[O:11])=[O:4])=[O:41])=[CH:34][CH:35]=1 |f:1.2.3|. Procedure details: Compound C was suspended in THF (350 ml) and powdered sodium carbonate (18.5 g) was added. The mixture was cooled to -5° C. and a solution of anisoyl chloride (11.9 g) in THF (50 ml) was added with stirring. The reaction mixture was stirred an additional 2 hours at 0° C. and then allowed to rise to ambient temperature. The reaction mixture was filtered and the filtrate acidified with 1M hydrochloric acid solution (20 ml) and washed with water. The aqueous layer was extracted with twice with diet... The product is [Si](C)(C)(C(C)(C)C)O[C@@H]1C=C2C=C[C@@H]([C@@H]([C@H]2[C@H](C1)OC(C(CC)(C)OC1=CC=C(C=C1)C)=O)CC[C@@H]1C[C@H](CC(O1)=O)O[Si](C)(C)C(C)(C)C)C ((4R,6R)-6-([1S,2S,6S,8S,8aR]-2-{1,2,6,7,8,8a-Hexahydro-6-t-butyldimethylsilyloxy-8-[(2RS)-2-(4-methylphenoxy)-2-methylbutyryloxy]-2-methyl-1-naphthyl}ethyl)tetrahydro-4-t-butyldimethylsilyloxy-2H-pyran-2-one). Starting materials: CC1=CC=C(OC(C(=O)O)(CC)C)C=C1 ((2RS)-2-(4-methylphenoxy)-2-methylbutyric acid), [Si](C)(C)(C(C)(C)C)O[C@@H]1C=C2C=C[C@@H]([C@@H]([C@H]2[C@H](C1)O)CC[C@@H]1C[C@H](CC(O1)=O)O[Si](C)(C)C(C)(C)C)C ((4R,6R)-6-{(1S,2S,6S,8S,8aR)-2-[1,2,6,7,8,8a-hexahydro-6-t-butyldimethylsilyloxy-8-hydroxy-2-methyl-1-napthyl]ethyl}tetrahydro-4-t-butyldimethylsilyloxy-2H-pyran-2-one). The yield is 85.0%. Reaction SMILES: [CH3:1][C:2]1[CH:15]=[CH:14][C:5]([O:6][C:7]([CH3:13])([CH2:11][CH3:12])[C:8]([OH:10])=[O:9])=[CH:4][CH:3]=1.[Si:16]([O:23][C@H:24]1[CH2:33][C@H:32](O)[C@H:31]2[C:26]([CH:27]=[CH:28][C@H:29]([CH3:52])[C@@H:30]2[CH2:35][CH2:36][C@H:37]2[O:42][C:41](=[O:43])[CH2:40][C@H:39]([O:44][Si:45]([C:48]([CH3:51])([CH3:50])[CH3:49])([CH3:47])[CH3:46])[CH2:38]2)=[CH:25]1)([C:19]([CH3:22])([CH3:21])[CH3:20])([CH3:18])[CH3:17]>>[Si:16]([O:23][C@H:24]1[CH2:33][C@H:32]([O:9][C:8](=[O:10])[C:7]([O:6][C:5]2[CH:14]=[CH:15][C:2]([CH3:1])=[CH:3][CH:4]=2)([CH3:13])[CH2:11][CH3:12])[C@H:31]2[C:26]([CH:27]=[CH:28][C@H:29]([CH3:52])[C@@H:30]2[CH2:35][CH2:36][C@H:37]2[O:42][C:41](=[O:43])[CH2:40][C@H:39]([O:44][Si:45]([C:48]([CH3:51])([CH3:50])[CH3:49])([CH3:46])[CH3:47])[CH2:38]2)=[CH:25]1)([C:19]([CH3:20])([CH3:21])[CH3:22])([CH3:18])[CH3:17]. Procedure: A procedure similar to that described in Example 10, above, was followed, but using 600 mg of (2RS)-2-(4-methylphenoxy)-2-methylbutyric acid and 1.32 g of (4R,6R)-6-{(1S,2S,6S,8S,8aR)-2-[1,2,6,7,8,8a-hexahydro-6-t-butyldimethylsilyloxy-8-hydroxy-2-methyl-1-napthyl]ethyl}tetrahydro-4-t-butyldimethylsilyloxy-2H-pyran-2-one [prepared as described in Example B, above], to give 1.51 g of the title compound as a colorless foam. Reactants: ice, ice, [OH-].[NH4+] (ammonium hydroxide), C1=NC(=CC=2C3=CC=CC=C3NC12)C=CC(=O)O (3-(3-beta-carbolinyl)acrylic-acid), S(O)(O)(=O)=O (sulfuric acid), C(C)O (ethanol). The product is C(C)OC(C=CC=1N=CC=2NC3=CC=CC=C3C2C1)=O (ethyl-3-(3-beta-carbolinyl)-acrylate). Reaction SMILES: [CH:1]1[C:13]2[NH:12][C:11]3[C:6](=[CH:7][CH:8]=[CH:9][CH:10]=3)[C:5]=2[CH:4]=[C:3]([CH:14]=[CH:15][C:16]([OH:18])=[O:17])[N:2]=1.S(=O)(=O)(O)O.[OH-].[NH4+].[CH2:26](O)[CH3:27]>>[CH2:26]([O:17][C:16](=[O:18])[CH:15]=[CH:14][C:3]1[N:2]=[CH:1][C:13]2[NH:12][C:11]3[C:6]([C:5]=2[CH:4]=1)=[CH:7][CH:8]=[CH:9][CH:10]=3)[CH3:27] |f:2.3|. Reported procedure: A mixture of 2.3 g of 3-(3-beta-carbolinyl)acrylic-acid, 70 ml of 99% ethanol, and 10 ml of concentrated sulfuric acid is boiled at the reflux for 5 h. After cooling, the reaction mixture is placed in an ice mixture of 100 g of ice and 40 ml of concentrated ammonium hydroxide. The reaction product is filtered off. 2.2 g of ethyl-3-(3-beta-carbolinyl)-acrylate with a m.p. of 132°-134° C. is obtained.